From a dataset of the Open Reaction Database (ORD), a public repository of structured organic reaction records. describe an organic reaction: reactants, conditions, products, and yield The product is NC(CC(=O)N1CCn2c(nnc2C(F)(F)F)C1)Cc1cc(F)c(F)cc1F. As a reaction SMILES: [BH4-:6].[CH2:1]1[O:2][CH2:3][CH2:4][CH2:5]1.[CH:38]([OH:39])([CH3:40])[CH3:41].[NH3:36].[Na+:7].[O:8]=[C:9]([CH:10]=[C:11]([CH2:12][c:13]1[c:14]([F:21])[cH:15][c:16]([F:20])[c:17]([F:19])[cH:18]1)[NH2:22])[N:23]1[CH2:24][c:25]2[n:26]([c:29]([C:32]([F:33])([F:34])[F:35])[n:30][n:31]2)[CH2:27][CH2:28]1.[OH2:37]>>[O:8]=[C:9]([CH2:10][CH:11]([CH2:12][c:13]1[c:14]([F:21])[cH:15][c:16]([F:20])[c:17]([F:19])[cH:18]1)[NH2:22])[N:23]1[CH2:24][c:25]2[n:26]([c:29]([C:32]([F:33])([F:34])[F:35])[n:30][n:31]2)[CH2:27][CH2:28]1. The reactants are [BH4-], C1CCOC1, CC(C)O, N, [Na+], NC(=CC(=O)N1CCn2c(nnc2C(F)(F)F)C1)Cc1cc(F)c(F)cc1F, O. Reactants: NC1=C(C(=O)O)C=C(C=C1)F (2-amino-5-fluorobenzoic acid), BrCC(=O)Br (Bromoacetylbromide). Solvent: O (water), CN(C)C=O (DMF), O1CCOCC1 (dioxane). Conditions: temperature 0 celsius, time 8 hour. The product is BrCC(=O)NC1=C(C(=O)O)C=C(C=C1)F (2-(Bromoacetamido)-5-fluorobenzoic Acid). The yield is 95.4%. RXN SMILES: [NH2:1][C:2]1[CH:10]=[CH:9][C:8]([F:11])=[CH:7][C:3]=1[C:4]([OH:6])=[O:5].[Br:12][CH2:13][C:14](Br)=[O:15]>CN(C=O)C.O1CCOCC1.O>[Br:12][CH2:13][C:14]([NH:1][C:2]1[CH:10]=[CH:9][C:8]([F:11])=[CH:7][C:3]=1[C:4]([OH:6])=[O:5])=[O:15]. Reported procedure: A solution of 2-amino-5-fluorobenzoic acid (15 g, 96.6 mmol) in dry DMF (35 mL) and dioxane (35 mL) was cooled to 0° C. Bromoacetylbromide (8.43 mL, 96.6 mmol) was added dropwise at 0° C. over a 40 min period, and the reaction mixture was left overnight at room temperature. The reaction mixture was cooled to 0° C., and diluted slowly with water (300 mL). The precipitate which formed was collected washed with 5% HBr (50 mL) and water, and dried, to afford 25.43 g (95.1%) of the title compound as ... The reactants are C(C1=CC=CC=C1)N1C(CCCC1)=O (N-benzyl piperidone), S1C=CC2=C1C=CC=C2 (Benzothiophene), O1CCCC1 (tetrahydrofuran), C(CCC)[Li] (Butyl lithium), ice methanol. Conditions: time 8 hour. Product: S1C(=CC2=C1C=CC=C2)C2(CCN(CC2)CC2=CC=CC=C2)O (4-(Benzothiophen-2-yl)-1-benzyl-4-hydroxypiperidine). Yield: 75.0%. As a reaction SMILES: [S:1]1[C:5]2[CH:6]=[CH:7][CH:8]=[CH:9][C:4]=2[CH:3]=[CH:2]1.C([Li])CCC.[CH2:15]([N:22]1[CH2:27][CH2:26][CH2:25][CH2:24][C:23]1=O)[C:16]1[CH:21]=[CH:20][CH:19]=[CH:18][CH:17]=1.[O:29]1CCCC1>>[S:1]1[C:5]2[CH:6]=[CH:7][CH:8]=[CH:9][C:4]=2[CH:3]=[C:2]1[C:25]1([OH:29])[CH2:26][CH2:27][N:22]([CH2:15][C:16]2[CH:21]=[CH:20][CH:19]=[CH:18][CH:17]=2)[CH2:23][CH2:24]1. Reported procedure: Benzothiophene (10 g, 0.07 mol) was dissolved in tetrahydrofuran (150 ml) and cooled to -10° C. (ice/methanol). Butyl lithium (33 ml of 2.5M in hexane, 0.077 mol) was added dropwise and the reaction mixture warmed to room temperature over one hour. Following addition of N-benzyl piperidone (9.16 ml, 0.07 mol) at -40°, the reaction was stirred overnight at room temperature. The reaction mixture was concentrated in vacuo and the crude product purified by flash chromatography eluting with 20% and 3... Reactants: O=C([O-])[O-], C1COCCO1, COC(=O)N(Cc1cc(C(F)(F)F)cc(C(F)(F)F)c1)Cc1cc(C(F)(F)F)ccc1B1OC(C)(C)C(C)(C)O1, COC(=O)c1ccc(-c2cc(I)c(OC)cc2F)c(Cl)c1, [K+], [K+]. Product: COC(=O)c1ccc(-c2cc(-c3ccc(C(F)(F)F)cc3CN(Cc3cc(C(F)(F)F)cc(C(F)(F)F)c3)C(=O)OC)c(OC)cc2F)c(Cl)c1. RXN SMILES: [C:62](=[O:63])([O-:64])[O-:65].[CH2:68]1[O:69][CH2:70][CH2:71][O:72][CH2:73]1.[CH3:1][O:2][C:3]([N:4]([CH2:5][c:6]1[c:7]([B:16]2[O:17][C:18]([CH3:19])([CH3:20])[C:21]([CH3:22])([CH3:23])[O:24]2)[cH:8][cH:9][c:10]([C:12]([F:13])([F:14])[F:15])[cH:11]1)[CH2:25][c:26]1[cH:27][c:28]([C:36]([F:37])([F:38])[F:39])[cH:29][c:30]([C:32]([F:33])([F:34])[F:35])[cH:31]1)=[O:40].[Cl:41][c:42]1[c:43](-[c:52]2[c:53]([F:61])[cH:54][c:55]([O:59][CH3:60])[c:56]([I:58])[cH:57]2)[cH:44][cH:45][c:46]([C:48](=[O:49])[O:50][CH3:51])[cH:47]1.[K+:66].[K+:67]>>[CH3:1][O:2][C:3]([N:4]([CH2:5][c:6]1[c:7](-[c:56]2[c:55]([O:59][CH3:60])[cH:54][c:53]([F:61])[c:52](-[c:43]3[c:42]([Cl:41])[cH:47][c:46]([C:48](=[O:49])[O:50][CH3:51])[cH:45][cH:44]3)[cH:57]2)[cH:8][cH:9][c:10]([C:12]([F:13])([F:14])[F:15])[cH:11]1)[CH2:25][c:26]1[cH:27][c:28]([C:36]([F:37])([F:38])[F:39])[cH:29][c:30]([C:32]([F:33])([F:34])[F:35])[cH:31]1)=[O:40]. The reactants are O=C([O-])[O-], COc1ccc(CN2CCNCC2)c(OC)c1OC, CN(C)C=O, COc1ccc(OC(=O)CCl)cc1, Cl, Cl, [K+], [K+], O. Product: COc1ccc(OC(=O)CN2CCN(Cc3ccc(OC)c(OC)c3OC)CC2)cc1. Reaction SMILES: [C:35](=[O:36])([O-:37])[O-:38].[CH3:3][O:4][c:5]1[c:6]([CH2:7][N:8]2[CH2:9][CH2:10][NH:11][CH2:12][CH2:13]2)[cH:14][cH:15][c:16]([O:20][CH3:21])[c:17]1[O:18][CH3:19].[CH3:41][N:42]([CH3:43])[CH:44]=[O:45].[Cl:22][CH2:23][C:24](=[O:25])[O:26][c:27]1[cH:28][cH:29][c:30]([O:33][CH3:34])[cH:31][cH:32]1.[ClH:1].[ClH:2].[K+:39].[K+:40].[OH2:46]>>[CH3:3][O:4][c:5]1[c:6]([CH2:7][N:8]2[CH2:9][CH2:10][N:11]([CH2:23][C:24](=[O:25])[O:26][c:27]3[cH:28][cH:29][c:30]([O:33][CH3:34])[cH:31][cH:32]3)[CH2:12][CH2:13]2)[cH:14][cH:15][c:16]([O:20][CH3:21])[c:17]1[O:18][CH3:19].